Dataset: the Open Reaction Database (ORD), a public repository of structured organic reaction records. Task: describe an organic reaction: reactants, conditions, products, and yield The reactants are C(=O)N[C@H]1CC(=O)OC1=O (N-formyl-L aspartic anhydride), C(C)(=O)[O-].[Na+] (sodium acetate), Cl.COC([C@@H](N)CC1=CC=CC=C1)=O (L-phenylalanine methylester hydrochloride). Solvent: C(C)(=O)O (acetic acid). Conditions: time 5 hour. The product is COC([C@@H](NC([C@@H](NC=O)CC(O)=O)=O)CC1=CC=CC=C1)=O (N-formyl-α-L-aspartyl-L-phenylalanine methyl ester). RXN SMILES: [CH:1]([NH:3][C@@H:4]1[C:9](=[O:10])[O:8][C:6](=[O:7])[CH2:5]1)=[O:2].C([O-])(=O)C.[Na+].Cl.[CH3:17][O:18][C:19](=[O:29])[C@H:20]([CH2:22][C:23]1[CH:28]=[CH:27][CH:26]=[CH:25][CH:24]=1)[NH2:21]>C(O)(=O)C>[CH3:17][O:18][C:19](=[O:29])[C@H:20]([CH2:22][C:23]1[CH:28]=[CH:27][CH:26]=[CH:25][CH:24]=1)[NH:21][C:9](=[O:10])[C@H:4]([CH2:5][C:6](=[O:7])[OH:8])[NH:3][CH:1]=[O:2] |f:1.2,3.4|. Reported procedure: In 28.6 g of acetic acid, 14.3 g (0.1 mole) of N-formyl-L aspartic anhydride was suspended and 9.2 g (0.11 mole) of sodium acetate was added with stirring at 5°-10° C. Successively 21.6 g (0.1 mole) of L-phenylalanine methylester hydrochloride was added and the reaction was carried out for 5 hours with stirring at the same temperature. The reaction mixture was then concentrated and 57.2 g of water was added. Precipitated crystals were filtered, washed and dried. Crystals of N-formyl-α-L-aspartyl... Reactants: C(C)(C)(C)C1=CC=CC=C1 (tert-butylbenzene), [Cl-].[Al+3].[Cl-].[Cl-] (aluminum chloride), C(C)(=O)C1=CC2=CC=C(C(=C2C=C1)Br)OC (2-acetyl-5-bromo-6-methoxynaphthalene), product, BrC1=C(C=CC2=CC=CC=C12)OC (1-bromo-2-methoxynaphthalene). Conditions: time 16 hour. Yields the product C(C)(=O)C1=CC2=CC=C(C=C2C=C1)OC (2-Acetyl-6-methoxynaphthalene). Reaction SMILES: C(C1C=CC=CC=1)(C)(C)C.[Cl-].[Al+3].[Cl-].[Cl-].[C:15]([C:18]1[CH:27]=[CH:26][C:25]2[C:20](=[CH:21][CH:22]=[C:23]([O:29][CH3:30])[C:24]=2Br)[CH:19]=1)(=[O:17])[CH3:16].BrC1C2C(=CC=CC=2)C=CC=1OC>>[C:15]([C:18]1[CH:27]=[CH:26][C:25]2[C:20](=[CH:21][CH:22]=[C:23]([O:29][CH3:30])[CH:24]=2)[CH:19]=1)(=[O:17])[CH3:16] |f:1.2.3.4|. Procedure: 57 Ml of tert-butylbenzene and 8.2 g of anhydrous aluminum chloride are added to the solution of 2-acetyl-5-bromo-6-methoxynaphthalene obtained as in example 1a), while keeping the temperature at -10° C. The reaction mixture is kept for 16 hours under stirring at room temperature and then it is worked as in example 1 obtaining 41.8 g of product with a yield equal to 85.3% calculated on the basis of the starting material 1-bromo-2-methoxynaphthalene. The reactants are CN(CC(=O)O)NC(=O)NCc1cccc2ccccc12, CCOC(OCC)C(C)N(Cc1csc2ccccc12)C(=O)C(N)CC(=O)OC(C)(C)C. Yields the product CCOC(OCC)C(C)N(Cc1csc2ccccc12)C(=O)C(CC(=O)OC(C)(C)C)NC(=O)CN(C)NC(=O)NCc1cccc2ccccc12. Reaction SMILES: [CH3:1][N:2]([NH:3][C:4]([NH:5][CH2:6][c:7]1[cH:8][cH:9][cH:10][c:11]2[cH:12][cH:13][cH:14][cH:15][c:16]12)=[O:17])[CH2:18][C:19](=[O:20])[OH:21].[NH2:22][CH:23]([CH2:24][C:25](=[O:26])[O:27][C:28]([CH3:29])([CH3:30])[CH3:31])[C:32](=[O:33])[N:34]([CH:35]([CH:36]([O:37][CH2:38][CH3:39])[O:40][CH2:41][CH3:42])[CH3:43])[CH2:44][c:45]1[c:46]2[c:47]([s:48][cH:49]1)[cH:50][cH:51][cH:52][cH:53]2>>[CH3:1][N:2]([NH:3][C:4]([NH:5][CH2:6][c:7]1[cH:8][cH:9][cH:10][c:11]2[cH:12][cH:13][cH:14][cH:15][c:16]12)=[O:17])[CH2:18][C:19](=[O:21])[NH:22][CH:23]([CH2:24][C:25](=[O:26])[O:27][C:28]([CH3:29])([CH3:30])[CH3:31])[C:32](=[O:33])[N:34]([CH:35]([CH:36]([O:37][CH2:38][CH3:39])[O:40][CH2:41][CH3:42])[CH3:43])[CH2:44][c:45]1[c:46]2[c:47]([s:48][cH:49]1)[cH:50][cH:51][cH:52][cH:53]2. Starting materials: Cc1ccccc1, c1ccc(-n2nc3ccccc3c2NC2CCCCC2)cc1, O=C=NC1CCCCC1. Yields the product O=C(NC1CCCCC1)N(c1c2ccccc2nn1-c1ccccc1)C1CCCCC1. RXN SMILES: [CH3:32][c:33]1[cH:34][cH:35][cH:36][cH:37][cH:38]1.[CH:10]1([NH:16][c:17]2[n:18](-[c:26]3[cH:27][cH:28][cH:29][cH:30][cH:31]3)[n:19][c:20]3[cH:21][cH:22][cH:23][cH:24][c:25]23)[CH2:11][CH2:12][CH2:13][CH2:14][CH2:15]1.[CH:1]1([N:7]=[C:8]=[O:9])[CH2:2][CH2:3][CH2:4][CH2:5][CH2:6]1>>[CH:1]1([NH:7][C:8](=[O:9])[N:16]([CH:10]2[CH2:11][CH2:12][CH2:13][CH2:14][CH2:15]2)[c:17]2[n:18](-[c:26]3[cH:27][cH:28][cH:29][cH:30][cH:31]3)[n:19][c:20]3[cH:21][cH:22][cH:23][cH:24][c:25]23)[CH2:2][CH2:3][CH2:4][CH2:5][CH2:6]1. RXN SMILES: [O:1]=[C:2]1[C:15]2[CH:14]=[CH:13][C:12]([C:16]([N:18]3[CH2:23][CH2:22][C:21]4[O:24][CH:25]=[CH:26][C:20]=4[CH2:19]3)=[O:17])=[CH:11][C:10]=2[S:9](=[O:28])(=[O:27])[C:8]2[C:3]1=[CH:4][CH:5]=[CH:6][CH:7]=2.[CH3:29][NH:30][CH3:31].[CH2:32]=O>C(O)(=O)C>[CH3:29][N:30]([CH2:32][C:25]1[O:24][C:21]2[CH2:22][CH2:23][N:18]([C:16]([C:12]3[CH:13]=[CH:14][C:15]4[C:2](=[O:1])[C:3]5[C:8]([S:9](=[O:28])(=[O:27])[C:10]=4[CH:11]=3)=[CH:7][CH:6]=[CH:5][CH:4]=5)=[O:17])[CH2:19][C:20]=2[CH:26]=1)[CH3:31]. The solvent is C(C)(=O)O (acetic acid). The reactants are O=C1C2=CC=CC=C2S(C=2C=C(C=CC12)C(=O)N1CC2=C(CC1)OC=C2)(=O)=O (5-(9,10,10-trioxo-9,10-dihydro-10λ6 -thioxanthene-3-carbonyl)-4,5,6,7-tetrahydrofuro[3,2-c]pyridine), CNC (dimethylamine), C=O (formaldehyde). Product: CN(C)CC1=CC=2CN(CCC2O1)C(=O)C=1C=CC=2C(C3=CC=CC=C3S(C2C1)(=O)=O)=O (N,N-dimethyl-[5-(9,10,10-trioxo-9,10-dihydro-10λ6 -thioxanthene-3-carbonyl)-4,5,6,7-tetrahydrofuro[3,2-c]pyridin-2-ylmethyl]amine). Run at temperature 100 celsius, time 60 minute. Procedure: To a solution of 0.190 g (0.483 mmol) of 5-(9,10,10-trioxo-9,10-dihydro-10λ6 -thioxanthene-3-carbonyl)-4,5,6,7-tetrahydrofuro[3,2-c]pyridine in 20 ml of acetic acid, 0.065 ml (0.72 mmol) of 50% aqueous dimethylamine and 0.059 ml (0.72 mmol) of 37% aqueous formaldehyde were added, followed by stirring at 100° C. for 60 minutes. After the solvent was distilled off under reduced pressure, the residual solution was alkalified with 5% aqueous sodium hydrogen carbonate, and extracted with dichlorometh... Starting materials: FC(C1=CC=C(COC2=CC(=CC=C2)CCl)C=C1)(F)F (1-(4-trifluoromethyl-benzyloxy)-3-chloromethyl-benzene), COC(COC1=C2CCCC2=C(C=C1)S)=O ((7-Mercapto-indan-4-yloxy)-acetic acid methyl ester). Product: FC(C1=CC=C(COC=2C=C(CSC=3C=CC(=C4CCCC34)OCC(=O)O)C=CC2)C=C1)(F)F ({7-[3-(4-Trifluoromethyl-benzyloxy)-benzylsulfanyl]-indan-4-yloxy}-acetic acid). Reaction SMILES: [F:1][C:2]([F:20])([F:19])[C:3]1[CH:18]=[CH:17][C:6]([CH2:7][O:8][C:9]2[CH:14]=[CH:13][CH:12]=[C:11]([CH2:15]Cl)[CH:10]=2)=[CH:5][CH:4]=1.C[O:22][C:23](=[O:36])[CH2:24][O:25][C:26]1[CH:34]=[CH:33][C:32]([SH:35])=[C:31]2[C:27]=1[CH2:28][CH2:29][CH2:30]2>>[F:1][C:2]([F:20])([F:19])[C:3]1[CH:18]=[CH:17][C:6]([CH2:7][O:8][C:9]2[CH:10]=[C:11]([CH:12]=[CH:13][CH:14]=2)[CH2:15][S:35][C:32]2[CH:33]=[CH:34][C:26]([O:25][CH2:24][C:23]([OH:36])=[O:22])=[C:27]3[C:31]=2[CH2:30][CH2:29][CH2:28]3)=[CH:5][CH:4]=1. Procedure: The title compound was prepared in the manner analogous to Example 1F using 79B and 12C. MS m/z 503 (M+1). Reactants: [BH3-]C#N, CCO, CC(N)C(=O)N1CC(Sc2ccccc2)CC1C(=O)O, [Na+], CCOC(=O)C(=O)CCc1ccccc1, O. The product is CCOC(=O)C(CCc1ccccc1)NC(C)C(=O)N1CC(Sc2ccccc2)CC1C(=O)O. As a reaction SMILES: [C:36]([BH3-:37])#[N:38].[CH2:41]([OH:42])[CH3:43].[NH2:16][CH:17]([CH3:18])[C:19](=[O:20])[N:21]1[CH:22]([C:23](=[O:24])[OH:25])[CH2:26][CH:27]([S:29][c:30]2[cH:31][cH:32][cH:33][cH:34][cH:35]2)[CH2:28]1.[Na+:39].[O:1]=[C:2]([C:3](=[O:4])[O:5][CH2:6][CH3:7])[CH2:8][CH2:9][c:10]1[cH:11][cH:12][cH:13][cH:14][cH:15]1.[OH2:40]>>[CH:2]([C:3](=[O:4])[O:5][CH2:6][CH3:7])([CH2:8][CH2:9][c:10]1[cH:11][cH:12][cH:13][cH:14][cH:15]1)[NH:16][CH:17]([CH3:18])[C:19](=[O:20])[N:21]1[CH:22]([C:23](=[O:24])[OH:25])[CH2:26][CH:27]([S:29][c:30]2[cH:31][cH:32][cH:33][cH:34][cH:35]2)[CH2:28]1.